From a dataset of the Open Reaction Database (ORD), a public repository of structured organic reaction records. describe an organic reaction: reactants, conditions, products, and yield Starting materials: C(C)C1C(CC(C(C(OC(C2CCCCN2C(C(C2(C(CC(C(C(CC(CC(=C1)C)C)OC)O2)OC)C)O)=O)=O)=O)C(=CC2CC(C(CC2)OC2=CC=C(C=C2)O[Si](C)(C)C(C)(C)C)O)C)C)O)=O (17-ethyl-1,14-dihydroxy-12-[2'-(4"(4'"-tert-butyldimethylsilyloxyphenyloxy)-3"-hydroxycyclohexyl)-1'-methylvinyl]-23,25-dimethoxy-13,19,21,27-tetramethyl-11,28-dioxa-4-azatricyclo[22.3.1.04,9 ]octacos-18-ene-2,3,10,16-tetraone), C(C)C1C(CC(C(C(OC(C2CCCCN2C(C(C2(C(CC(C(C(CC(CC(=C1)C)C)OC)O2)OC)C)O)=O)=O)=O)C(=CC2CC(C(CC2)O)O)C)C)O)=O (17-ethyl-1,14-dihydroxy-12-[2'-(3",4"-dihydroxycyclohexyl)-1'-methylvinyl]-23,25-dimethoxy-13,19,21,27-tetramethyl-11,28-dioxa-4-azatricyclo[22.3.1.04,9 ]octacos-18-ene-2,3,10,16-tetraone), C(C)C1C(CC(C(C(OC(C2CCCCN2C(C(C2(C(CC(C(C(CC(CC(=C1)C)C)OC)O2)OC)C)O)=O)=O)=O)C(=CC2CC(C(CC2)O)OC2=CC=C(C=C2)O[Si](C)(C)C(C)(C)C)C)C)O)=O (17-ethyl-1,14-dihydroxy-12-[2'-(3"-(4'"-tert-butyldimethylsilyloxyphenyloxy)-4"-hydroxycylohexyl)-1'-methylvinyl]-23,25-dimethoxy-13,19,21,27-tetramethyl-11,28-dioxa-4-azatricyclo [22.3.1.04,9 ]octacos-18-ene-2,3,10,16-tetraone), [Si](C)(C)(C(C)(C)C)OC1=CC=C(C=C1)[Bi](C1=CC=C(C=C1)O[Si](C)(C)C(C)(C)C)C1=CC=C(C=C1)O[Si](C)(C)C(C)(C)C (tri(4-tert-butyldimethylsilyloxyphenyl)bismuthine), C(C)(=O)OO (peracetic acid). Reagents/catalysts: C(C)(=O)[O-].[Cu+2].C(C)(=O)[O-] (copper (II) acetate). Run in C1CCOC1 (THF), C(Cl)Cl (methylene chloride). Conditions: time 7 day. Yields the product C(C)C1C(CC(C(C(OC(C2CCCCN2C(C(C2(C(CC(C(C(CC(C=C(C1)C)C)OC)O2)OC)C)O)=O)=O)=O)C(=CC2CC(C(CC2)OC2=C(C=C(C=C2)C(C)(C)C)O[SiH](C)C)O)C)C)O)=O (17-Ethyl-1,14-dihydroxy-12-[2'-(4"-(4"'-tertbutyldimethylsilyloxyphenyloxy)-3"-hydroxycyclohexyl)-1'-methylvinyl]-23,25-dimethyoxy-13,19,21,27-tetramethyl-11,28-dioxa-4-azatricyclo[22.3.1.04,9 ]octacos-19-ene-2,3,10,16-tetraone). RXN SMILES: [Si](OC1C=CC([Bi]([C:30]2[CH:35]=[CH:34][C:33]([O:36][Si:37]([C:40](C)(C)C)([CH3:39])C)=[CH:32][CH:31]=2)C2C=CC(O[Si](C(C)(C)C)(C)C)=CC=2)=CC=1)(C(C)(C)C)(C)C.C(OO)(=O)C.[CH2:49]([CH:51]1[CH:77]=[C:76]([CH3:78])[CH2:75][CH:74]([CH3:79])[CH2:73][CH:72]([O:80][CH3:81])[CH:71]2[O:82][C:67]([OH:86])([CH:68]([CH3:85])[CH2:69][CH:70]2[O:83][CH3:84])[C:66](=[O:87])[C:65](=[O:88])[N:64]2[CH:59]([CH2:60][CH2:61][CH2:62][CH2:63]2)[C:58](=[O:89])[O:57][CH:56]([C:90]([CH3:100])=[CH:91][CH:92]2[CH2:97][CH2:96][CH:95]([OH:98])[CH:94]([OH:99])[CH2:93]2)[CH:55]([CH3:101])[CH:54]([OH:102])[CH2:53][C:52]1=[O:103])[CH3:50].[CH2:104]([CH:106]1[CH:132]=C(C)CC(C)CC(OC)C2OC(O)(C(C)CC2OC)C(=O)C(=O)N2C(CCCC2)C(=O)OC(C(C)=CC2CCC(OC3C=CC(O[Si](C(C)(C)C)(C)C)=CC=3)C(O)C2)C(C)C(O)C[C:107]1=O)C.C(C1C=C(C)CC(C)CC(OC)C2OC(O)(C(C)CC2OC)C(=O)C(=O)N2C(CCCC2)C(=O)OC(C(C)=CC2CCC(O)C(OC3C=CC(O[Si](C(C)(C)C)(C)C)=CC=3)C2)C(C)C(O)CC1=O)C>C(Cl)Cl.C([O-])(=O)C.[Cu+2].C([O-])(=O)C.C1COCC1>[CH2:49]([CH:51]1[CH2:77][C:76]([CH3:78])=[CH:75][CH:74]([CH3:79])[CH2:73][CH:72]([O:80][CH3:81])[CH:71]2[O:82][C:67]([OH:86])([CH:68]([CH3:85])[CH2:69][CH:70]2[O:83][CH3:84])[C:66](=[O:87])[C:65](=[O:88])[N:64]2[CH:59]([CH2:60][CH2:61][CH2:62][CH2:63]2)[C:58](=[O:89])[O:57][CH:56]([C:90]([CH3:100])=[CH:91][CH:92]2[CH2:97][CH2:96][CH:95]([O:98][C:32]3[CH:31]=[CH:30][C:35]([C:106]([CH3:132])([CH3:107])[CH3:104])=[CH:34][C:33]=3[O:36][SiH:37]([CH3:39])[CH3:40])[CH:94]([OH:99])[CH2:93]2)[CH:55]([CH3:101])[CH:54]([OH:102])[CH2:53][C:52]1=[O:103])[CH3:50] |f:6.7.8|. Procedure: To a stirred solution of tri(4-tert-butyldimethylsilyloxyphenyl)bismuthine (213 mg., 0.257 mmol., 2 eq.) in methylene chloride (4 mL.) was added peracetic acid (0.054 mL., 0.257 mmol., 2 eq. 32% solution in dilute acetic acid). To this stirred solution was added 17-ethyl-1,14-dihydroxy-12-[2'-(3",4"-dihydroxycyclohexyl)-1'-methylvinyl]-23,25-dimethoxy-13,19,21,27-tetramethyl-11,28-dioxa-4-azatricyclo[22.3.1.04,9 ]octacos-18-ene-2,3,10,16-tetraone (100 mg., 0.126 mmol., 1 eq.), THF (0.5 mL.), and...